Task: describe an organic reaction: reactants, conditions, products, and yield. Dataset: the Open Reaction Database (ORD), a public repository of structured organic reaction records The reactants are O(C1=CC=CC=C1)CCN1CCCCC1 (1-(2-phenoxyethyl)piperidine), Br (hydrobromic acid). Solvent: C(Cl)(Cl)Cl (chloroform). The product is Br.BrCCN1CCCCC1 (1-(2-bromoethyl)piperidine hydrobromide). Isolated yield 79.0%. RXN SMILES: O([CH2:8][CH2:9][N:10]1[CH2:15][CH2:14][CH2:13][CH2:12][CH2:11]1)C1C=CC=CC=1.[BrH:16]>C(Cl)(Cl)Cl>[BrH:16].[Br:16][CH2:8][CH2:9][N:10]1[CH2:15][CH2:14][CH2:13][CH2:12][CH2:11]1 |f:3.4|. Procedure details: 15 g of the 1-(2-phenoxyethyl)piperidine thus obtained was reacted with 30 ml of 40% hydrobromic acid at 150° C. for 7 hours with stirring. The reaction solution was cooled, added with 20 ml of chloroform and then the chloroform layer was separated. The hydrobromic acid layer was condensed under reduced pressure and the residue was recrystallized from 5 ml of ethyl alcohol to give 15.1 g of 1-(2-bromoethyl)piperidine hydrobromide having a melting point of 89° C. to 91° C. in a yield of 79%. The reactants are BrC=1C(=C2C(=NC1)NC(=N2)C2=CC=C(C=C2)N(C)C)N2CCN(CC2)C(=O)NC2=CC=CC=C2 (4-(6-bromo-2-(4-(dimethylamino)phenyl)-3H-imidazo[4,5-b]pyridin-7-yl)-N-phenylpiperazine-1-carboxamide), C(=O)C=1C=C(CNC(OC(C)(C)C)=O)C=CC1 (tert-butyl N-(3-formylbenzyl)carbamate), BrC=1C(=C(C(=NC1)N)[N+](=O)[O-])N1CCN(CC1)CC=1C=NC=CC1 (5-bromo-3-nitro-4-(4-(pyridin-3-ylmethyl)piperazin-1-yl)pyridin-2-amine), [O-]S(=O)S(=O)[O-].[Na+].[Na+] (Na2S2O4). Solvent: C(C)O (ethanol), CN(C)C=O (DMF). Run at time 18 hour. The product is BrC=1C(=C2C(=NC1)NC(=N2)C=2C=C(CNC(OC(C)(C)C)=O)C=CC2)N2CCN(CC2)CC=2C=NC=CC2 (tert-Butyl 3-(6-bromo-7-(4-(pyridin-3-ylmethyl)piperazin-1-yl)-3H-imidazo[4,5-b]pyridin-2-yl)benzylcarbamate). Yield: 73.3%. RXN SMILES: BrC1C(N2CCN(C(NC3C=CC=CC=3)=O)CC2)=C2N=C(C3C=CC(N(C)C)=CC=3)NC2=NC=1.[Br:35][C:36]1[C:37]([N:46]2[CH2:51][CH2:50][N:49]([CH2:52][C:53]3[CH:54]=[N:55][CH:56]=[CH:57][CH:58]=3)[CH2:48][CH2:47]2)=[C:38]([N+:43]([O-])=O)[C:39]([NH2:42])=[N:40][CH:41]=1.[O-]S(S([O-])=O)=O.[Na+].[Na+].[CH:67]([C:69]1[CH:70]=[C:71]([CH:81]=[CH:82][CH:83]=1)[CH2:72][NH:73][C:74](=[O:80])[O:75][C:76]([CH3:79])([CH3:78])[CH3:77])=O>C(O)C.CN(C=O)C>[Br:35][C:36]1[C:37]([N:46]2[CH2:51][CH2:50][N:49]([CH2:52][C:53]3[CH:54]=[N:55][CH:56]=[CH:57][CH:58]=3)[CH2:48][CH2:47]2)=[C:38]2[N:43]=[C:67]([C:69]3[CH:70]=[C:71]([CH:81]=[CH:82][CH:83]=3)[CH2:72][NH:73][C:74](=[O:80])[O:75][C:76]([CH3:79])([CH3:77])[CH3:78])[NH:42][C:39]2=[N:40][CH:41]=1 |f:2.3.4|. Reported procedure: This was prepared using the same procedure as for 4-(6-bromo-2-(4-(dimethylamino)phenyl)-3H-imidazo[4,5-b]pyridin-7-yl)-N-phenylpiperazine-1-carboxamide, but here using 5-bromo-3-nitro-4-(4-(pyridin-3-ylmethyl)piperazin-1-yl)pyridin-2-amine (200 mg, 0.51 mmol), DMF (0.45 mL), ethanol (2.55 mL), 1M Na2S2O4 (3 eq, 1.53 mmol, 1.53 mL) and tert-butyl N-(3-formylbenzyl)carbamate (1.1 eq, 0.21 mmol, 132 mg). After 18 h, concentration in vacuo and column chromatography (CH2Cl2-MeOH, 95:5) gave the prod... Starting materials: O=C(n1ccnc1)n1ccnc1, COc1cc(NCc2cnc(SC)nc2N)cc(OC)c1, CN(C)C=O, [H-], [Na+]. Yields the product COc1cc(OC)cc(N2Cc3cnc(SC)nc3NC2=O)c1. As a reaction SMILES: [C:24](=[O:25])([n:26]1[cH:27][cH:28][n:29][cH:30]1)[n:31]1[cH:32][cH:33][n:34][cH:35]1.[CH3:1][O:2][c:3]1[cH:4][c:5]([NH:11][CH2:12][c:13]2[c:14]([NH2:21])[n:15][c:16]([S:19][CH3:20])[n:17][cH:18]2)[cH:6][c:7]([O:9][CH3:10])[cH:8]1.[CH3:36][N:37]([CH3:38])[CH:39]=[O:40].[H-:22].[Na+:23]>>[CH3:1][O:2][c:3]1[cH:4][c:5]([N:11]2[CH2:12][c:13]3[c:14]([n:15][c:16]([S:19][CH3:20])[n:17][cH:18]3)[NH:21][C:24]2=[O:25])[cH:6][c:7]([O:9][CH3:10])[cH:8]1. Starting materials: O=C([O-])[O-], ClCCl, [Cs+], [Cs+], CN(C)C=O, O=c1oc2cc(N3CCNCC3)ccc2cc1-c1nc2ccccc2s1. Yields the product CN1CCN(c2ccc3cc(-c4nc5ccccc5s4)c(=O)oc3c2)CC1. As a reaction SMILES: [C:27](=[O:28])([O-:29])[O-:30].[Cl:38][CH2:39][Cl:40].[Cs+:31].[Cs+:32].[O:33]=[CH:34][N:35]([CH3:36])[CH3:37].[s:1]1[c:2](-[c:10]2[c:11](=[O:26])[o:12][c:13]3[cH:14][c:15]([N:20]4[CH2:21][CH2:22][NH:23][CH2:24][CH2:25]4)[cH:16][cH:17][c:18]3[cH:19]2)[n:3][c:4]2[c:5]1[cH:6][cH:7][cH:8][cH:9]2>>[s:1]1[c:2](-[c:10]2[c:11](=[O:26])[o:12][c:13]3[cH:14][c:15]([N:20]4[CH2:21][CH2:22][N:23]([CH3:27])[CH2:24][CH2:25]4)[cH:16][cH:17][c:18]3[cH:19]2)[n:3][c:4]2[c:5]1[cH:6][cH:7][cH:8][cH:9]2. Reactants: NC(CC(=O)O)C=1C=NC=CC1 (β-amino-β-(3-pyridyl)propionic acid), C(C)O (ethanol), S(O)(O)(=O)=O (sulfuric acid), C(C)O (ethanol). Reaction conditions: time 1 hour. Product: NC(CC(=O)OCC)C=1C=NC=CC1 (ethyl β-amino-β-(3-pyridyl)propionate). Isolated yield 65.0%. As a reaction SMILES: [NH2:1][CH:2]([C:7]1[CH:8]=[N:9][CH:10]=[CH:11][CH:12]=1)[CH2:3][C:4]([OH:6])=[O:5].S(=O)(=O)(O)O.[CH2:18](O)[CH3:19]>>[NH2:1][CH:2]([C:7]1[CH:8]=[N:9][CH:10]=[CH:11][CH:12]=1)[CH2:3][C:4]([O:6][CH2:18][CH3:19])=[O:5]. Procedure details: To a stirred suspension of 114 g (0.69 mole) of β-amino-β-(3-pyridyl)propionic acid in 2,850 ml of ethanol was added a 5° C. solution of 417 g of sulfuric acid in 240 ml of ethanol. After stirring for 1 hour, the resultant clear solution was left standing at room temperature for 48 hours and then concentrated to incipient crystallization in vacuum at a temperature below 50° C. The solution was added to a suspension of 715 g of sodium bicarbonate in 1430 ml of water over 1 hour. The temperature o... The reactants are CSCCC(NC(=O)OC(C)(C)C)C(=O)NCC(=O)O, C(=NC1CCCCC1)=NC1CCCCC1, CN(C)C=O, Oc1c(Cl)c(Cl)c(Cl)c(Cl)c1Cl. Product: CSCCC(NC(=O)OC(C)(C)C)C(=O)NCC(=O)Oc1c(Cl)c(Cl)c(Cl)c(Cl)c1Cl. As a reaction SMILES: [C:1]([CH3:2])([CH3:3])([CH3:4])[O:5][C:6](=[O:7])[NH:8][CH:9]([CH2:10][CH2:11][S:12][CH3:13])[C:14](=[O:15])[NH:16][CH2:17][C:18](=[O:19])[OH:20].[CH:33]1([N:34]=[C:35]=[N:36][CH:37]2[CH2:38][CH2:39][CH2:40][CH2:41][CH2:42]2)[CH2:43][CH2:44][CH2:45][CH2:46][CH2:47]1.[O:48]=[CH:49][N:50]([CH3:51])[CH3:52].[OH:21][c:22]1[c:23]([Cl:24])[c:25]([Cl:26])[c:27]([Cl:28])[c:29]([Cl:30])[c:31]1[Cl:32]>>[C:1]([CH3:2])([CH3:3])([CH3:4])[O:5][C:6](=[O:7])[NH:8][CH:9]([CH2:10][CH2:11][S:12][CH3:13])[C:14](=[O:15])[NH:16][CH2:17][C:18]([O:19][c:22]1[c:23]([Cl:24])[c:25]([Cl:26])[c:27]([Cl:28])[c:29]([Cl:30])[c:31]1[Cl:32])=[O:20].